Dataset: the Open Reaction Database (ORD), a public repository of structured organic reaction records. Task: describe an organic reaction: reactants, conditions, products, and yield Reactants: C(C1=CC=CC=C1)[C@H](C(=O)O)CC[C@@H](C(=O)N[C@@H]1C(N2[C@@H](SCC1)CCC[C@H]2C(=O)OC)=O)CC2=CC=CC=C2 ((2R,5R)-2,5-Dibenzyl-6-((4S,7S,10aS)-7-(methoxycarbonyl)-5-oxooctahydro-2H-pyrido[2,1-b][1,3]thiazepin-4-ylamino)-6-oxohexanoic acid), Cl.N[C@@H]1C(N(CCCC1)C1=CC(=CC=C1)Cl)=O ((S)-3-Amino-1-(3-chlorophenyl)azepan-2-one hydrochloride). Product: C(C1=CC=CC=C1)[C@H](C(=O)N[C@@H]1C(N2[C@@H](SCC1)CCC[C@H]2C(=O)OC)=O)CC[C@@H](C(=O)N[C@@H]2C(N(CCCC2)C2=CC(=CC=C2)Cl)=O)CC2=CC=CC=C2 ((4S,7S,10aS)-Methyl 4-((2R,5R)-2,5-dibenzyl-6-((S)-1-(3-chlorophenyl)-2-oxoazepan-3-ylamino)-6-oxohexanamido)-5-oxooctahydro-2H-pyrido[2,1-b][1,3]thiazepine-7-carboxylate), solid. The yield is 51.0%. Reaction SMILES: [CH2:1]([C@@H:8]([CH2:12][CH2:13][C@H:14]([CH2:34][C:35]1[CH:40]=[CH:39][CH:38]=[CH:37][CH:36]=1)[C:15]([NH:17][C@H:18]1[CH2:24][CH2:23][S:22][C@H:21]2[CH2:25][CH2:26][CH2:27][C@@H:28]([C:29]([O:31][CH3:32])=[O:30])[N:20]2[C:19]1=[O:33])=[O:16])[C:9](O)=[O:10])[C:2]1[CH:7]=[CH:6][CH:5]=[CH:4][CH:3]=1.Cl.[NH2:42][C@H:43]1[CH2:49][CH2:48][CH2:47][CH2:46][N:45]([C:50]2[CH:55]=[CH:54][CH:53]=[C:52]([Cl:56])[CH:51]=2)[C:44]1=[O:57]>>[CH2:34]([C@@H:14]([CH2:13][CH2:12][C@H:8]([CH2:1][C:2]1[CH:3]=[CH:4][CH:5]=[CH:6][CH:7]=1)[C:9]([NH:42][C@H:43]1[CH2:49][CH2:48][CH2:47][CH2:46][N:45]([C:50]2[CH:55]=[CH:54][CH:53]=[C:52]([Cl:56])[CH:51]=2)[C:44]1=[O:57])=[O:10])[C:15]([NH:17][C@H:18]1[CH2:24][CH2:23][S:22][C@H:21]2[CH2:25][CH2:26][CH2:27][C@@H:28]([C:29]([O:31][CH3:32])=[O:30])[N:20]2[C:19]1=[O:33])=[O:16])[C:35]1[CH:40]=[CH:39][CH:38]=[CH:37][CH:36]=1 |f:1.2|. Procedure details: (4S,7S,10aS)-Methyl 4-((2R,5R)-2,5-dibenzyl-6-((S)-1-(3-chlorophenyl)-2-oxoazepan-3-ylamino)-6-oxohexanamido)-5-oxooctahydro-2H-pyrido[2,1-b][1,3]thiazepine-7-carboxylate was synthesized as described in General Procedure H using Intermediate 23 (7.0 mg, 0.012 mmol) and Intermediate 49 (3.4 mg, 0.012 mmol) to give a white solid (5.1 mg, 51% yield). Anal. Calcd. for C43H51ClN4O6S m/z 786.4. found: 787.5 (M+H)+; 1H NMR (500 MHz, CDCl3) δ ppm 7.29 (d, J=8.25 Hz, 1H), 7.25-7.18 (m, 5H), 7.18-7.10 (m,... The reactants are Brc1ccc(SCc2cccnc2)cc1, CCOC(=O)C(Br)=CC1CCCC1, CC(=O)[O-], CC1(C)OB(B2OC(C)(C)C(C)(C)O2)OC1(C)C, [K+], [Na+], [Na+], O=C([O-])[O-], CN(C)C=O. Yields the product CCOC(=O)C(=CC1CCCC1)c1ccc(SCc2cccnc2)cc1. Reaction SMILES: [Br:24][c:25]1[cH:26][cH:27][c:28]([S:31][CH2:32][c:33]2[cH:34][n:35][cH:36][cH:37][cH:38]2)[cH:29][cH:30]1.[CH2:39]([CH3:40])[O:41][C:42]([C:43](=[CH:44][CH:45]1[CH2:46][CH2:47][CH2:48][CH2:49]1)[Br:50])=[O:51].[CH3:2][C:3](=[O:4])[O-:5].[CH3:6][C:7]1([CH3:8])[C:9]([CH3:10])([CH3:11])[O:12][B:13]([B:14]2[O:15][C:16]([CH3:17])([CH3:18])[C:19]([CH3:20])([CH3:21])[O:22]2)[O:23]1.[K+:1].[Na+:52].[Na+:53].[O-:54][C:55](=[O:56])[O-:57].[O:58]=[CH:59][N:60]([CH3:61])[CH3:62]>>[c:25]1([C:43]([C:42]([O:41][CH2:39][CH3:40])=[O:51])=[CH:44][CH:45]2[CH2:46][CH2:47][CH2:48][CH2:49]2)[cH:26][cH:27][c:28]([S:31][CH2:32][c:33]2[cH:34][n:35][cH:36][cH:37][cH:38]2)[cH:29][cH:30]1. Reactants: CS(C)=O, Cn1ccc(Cl)cc1=O, CCOC1CNCCC1NC(=O)c1nc(Cl)c(CC)[nH]1, Cl, [Na+], [Na+], O=C([O-])[O-]. The product is CCOC1CN(c2ccn(C)c(=O)c2)CCC1NC(=O)c1nc(Cl)c(CC)[nH]1. Reaction SMILES: [CH3:37][S:38]([CH3:39])=[O:40].[Cl:22][c:23]1[cH:24][c:25](=[O:30])[n:26]([CH3:29])[cH:27][cH:28]1.[Cl:2][c:3]1[n:4][c:5]([C:10](=[O:11])[NH:12][CH:13]2[CH:14]([O:19][CH2:20][CH3:21])[CH2:15][NH:16][CH2:17][CH2:18]2)[nH:6][c:7]1[CH2:8][CH3:9].[ClH:1].[Na+:31].[Na+:32].[O-:33][C:34](=[O:35])[O-:36]>>[Cl:2][c:3]1[n:4][c:5]([C:10](=[O:11])[NH:12][CH:13]2[CH:14]([O:19][CH2:20][CH3:21])[CH2:15][N:16]([c:23]3[cH:24][c:25](=[O:30])[n:26]([CH3:29])[cH:27][cH:28]3)[CH2:17][CH2:18]2)[nH:6][c:7]1[CH2:8][CH3:9]. The reactants are ClCCl, O=[N+]([O-])O, Oc1cc(Cl)ccc1Cl. Product: O=[N+]([O-])c1cc(Cl)c(O)cc1Cl. Reaction SMILES: [Cl:14][CH2:15][Cl:16].[OH:10][N+:11]([O-:12])=[O:13].[OH:1][c:2]1[cH:3][c:4]([Cl:5])[cH:6][cH:7][c:8]1[Cl:9]>>[OH:1][c:2]1[cH:3][c:4]([Cl:5])[c:6]([N+:11](=[O:10])[O-:12])[cH:7][c:8]1[Cl:9].